Dataset: the Open Reaction Database (ORD), a public repository of structured organic reaction records. Task: describe an organic reaction: reactants, conditions, products, and yield Starting materials: BrC=1C(=NC=C(C1)NC(C(F)(F)F)=O)Cl (3-Bromo-2-chloro-5-trifluoroacetamidopyridine), C1(=CC=CC=C1)P(C1=CC=CC=C1)C1=CC=CC=C1 (triphenylphosphine), C(C)OC(CN)OCC (Aminoacetaldehyde diethyl acetal). Solvent: C(Cl)(Cl)(Cl)Cl (carbon tetrachloride). Run at temperature 0 celsius, time 1 hour. Product: BrC=1C(=NC=C(C1)N1C(=NC=C1)C(F)(F)F)Cl (3-Bromo-2-chloro-5-(2-trifluoromethylimidazol-1-yl)pyridine). Isolated yield 18.5%. Reaction SMILES: [Br:1][C:2]1[C:3]([Cl:15])=[N:4][CH:5]=[C:6]([NH:8][C:9](=O)[C:10]([F:13])([F:12])[F:11])[CH:7]=1.C1(P(C2C=CC=CC=2)C2C=CC=CC=2)C=CC=CC=1.C(O[CH:38](OCC)[CH2:39][NH2:40])C>C(Cl)(Cl)(Cl)Cl>[Br:1][C:2]1[C:3]([Cl:15])=[N:4][CH:5]=[C:6]([N:8]2[CH:38]=[CH:39][N:40]=[C:9]2[C:10]([F:13])([F:12])[F:11])[CH:7]=1. Procedure: 3-Bromo-2-chloro-5-trifluoroacetamidopyridine (0.53 g, 1.75 mmol) and triphenylphosphine (550 mg, 2.10 mmol) in carbon tetrachloride (50 ml) was refluxed for 16 hrs and then cooled to 0° C. Aminoacetaldehyde diethyl acetal (0.25 ml, 1.72 mmol) was added and the mixture stirred at 0° C. for 1 hr, then at 22° C. for 2 hrs. After concentration in vacuo, acetic acid (4 ml) was added and the mixture refluxed for 7 hrs, then cooled. Ethyl acetate (20 ml) was added and the resulting solution was washed... Starting materials: C(C)(=O)C1=CC=C(OC2CCNCC2)C=C1 (4-(4-acetylphenoxy)piperidine), O.NN (hydrazine hydrate), C(COCCOCCO)O (triethyleneglycol), C(C(=O)[O-])(=O)[O-] (oxalate), [OH-].[K+] (potassium hydroxide). The product is C(C)C1=CC=C(OC2CCNCC2)C=C1 (4-(4-ethylphenoxy)piperidine). Yield: 38.6%. As a reaction SMILES: [C:1]([C:4]1[CH:16]=[CH:15][C:7]([O:8][CH:9]2[CH2:14][CH2:13][NH:12][CH2:11][CH2:10]2)=[CH:6][CH:5]=1)(=O)[CH3:2].C([O-])(=O)C([O-])=O.[OH-].[K+].O.NN.C(O)COCCOCCO>>[CH2:1]([C:4]1[CH:16]=[CH:15][C:7]([O:8][CH:9]2[CH2:14][CH2:13][NH:12][CH2:11][CH2:10]2)=[CH:6][CH:5]=1)[CH3:2] |f:2.3,4.5|. Procedure: A solution of 4-(4-acetylphenoxy)piperidine (liberated from 15.0 g, 48.5 mmol, of the oxalate), 7.45 g of potassium hydroxide, 5.39 ml of 85% hydrazine hydrate and 54 ml of triethyleneglycol was stirred at reflux for 1 hour. The mixture was then cooled to room temperature and the flask fitted with a distillation apparatus. The temperature was then raised to 190°-195° and water removed by distillation. The mixture was stirred at 190°-195° for 3 hours and the mixture allowed to cool to room temper...